describe an organic reaction: reactants, conditions, products, and yield From a dataset of the Open Reaction Database (ORD), a public repository of structured organic reaction records. The reactants are CS(C)=O, CC(C)(C)CNc1nc(Cl)c(C#N)cc1F, [F-], [K+], CONC(=O)c1ccc(C)c(N)c1. Product: CONC(=O)c1ccc(C)c(Nc2nc(NCC(C)(C)C)c(F)cc2C#N)c1. RXN SMILES: [CH3:32][S:33]([CH3:34])=[O:35].[Cl:1][c:2]1[c:3]([C:4]#[N:5])[cH:6][c:7]([F:16])[c:8]([NH:10][CH2:11][C:12]([CH3:13])([CH3:14])[CH3:15])[n:9]1.[F-:30].[K+:31].[NH2:17][c:18]1[cH:19][c:20]([C:21](=[O:22])[NH:23][O:24][CH3:25])[cH:26][cH:27][c:28]1[CH3:29]>>[c:2]1([NH:17][c:18]2[cH:19][c:20]([C:21](=[O:22])[NH:23][O:24][CH3:25])[cH:26][cH:27][c:28]2[CH3:29])[c:3]([C:4]#[N:5])[cH:6][c:7]([F:16])[c:8]([NH:10][CH2:11][C:12]([CH3:13])([CH3:14])[CH3:15])[n:9]1. Reactants: COCCCN1CCOc2ccc(COC3CN(C(=O)OCc4ccccc4)C(CC(=O)O)CC3c3ccc(OC)cc3)cc21, CN. Product: CNC(=O)CC1CC(c2ccc(OC)cc2)C(OCc2ccc3c(c2)N(CCCOC)CCO3)CN1C(=O)OCc1ccccc1. RXN SMILES: [CH2:1]([c:2]1[cH:3][cH:4][cH:5][cH:6][cH:7]1)[O:8][C:9](=[O:10])[N:11]1[CH:12]([CH2:42][C:43](=[O:44])[OH:45])[CH2:13][CH:14]([c:34]2[cH:35][cH:36][c:37]([O:40][CH3:41])[cH:38][cH:39]2)[CH:15]([O:17][CH2:18][c:19]2[cH:20][cH:21][c:22]3[c:23]([cH:33]2)[N:24]([CH2:28][CH2:29][CH2:30][O:31][CH3:32])[CH2:25][CH2:26][O:27]3)[CH2:16]1.[CH3:46][NH2:47]>>[CH2:1]([c:2]1[cH:3][cH:4][cH:5][cH:6][cH:7]1)[O:8][C:9](=[O:10])[N:11]1[CH:12]([CH2:42][C:43](=[O:45])[NH:47][CH3:46])[CH2:13][CH:14]([c:34]2[cH:35][cH:36][c:37]([O:40][CH3:41])[cH:38][cH:39]2)[CH:15]([O:17][CH2:18][c:19]2[cH:20][cH:21][c:22]3[c:23]([cH:33]2)[N:24]([CH2:28][CH2:29][CH2:30][O:31][CH3:32])[CH2:25][CH2:26][O:27]3)[CH2:16]1.